From a dataset of the Open Reaction Database (ORD), a public repository of structured organic reaction records. describe an organic reaction: reactants, conditions, products, and yield The reactants are C(=O)(C(F)(F)F)O.C(C)[SiH](CC)CC (TFA triethylsilane), C(C1=CC=CC=C1)SC[C@H]1N(C[C@@H](C1)SCC1=CC=C(C=C1)OC)S(=O)(=O)C ((2S,4R)-2-benzylsulfanylmethyl-1-methanesulfonyl-4-(4-methoxy-benzylsulfanyl)-pyrrolidine), C(C)[SiH](CC)CC (triethylsilane). The solvent is C(=O)(C(F)(F)F)O (TFA). Reaction conditions: temperature 80 celsius. Product: C(C1=CC=CC=C1)SC[C@@H]1C[C@H](CN1S(=O)(=O)C)S ((3R,5S)-5-benzylsulfanylmethyl-1-methanesulfonyl-pyrrolidine-3-thiol). Isolated yield 20.5%. RXN SMILES: C(O)(C(F)(F)F)=O.C([SiH](CC)CC)C.[CH2:15]([S:22][CH2:23][C@@H:24]1[CH2:28][C@@H:27]([S:29]CC2C=CC(OC)=CC=2)[CH2:26][N:25]1[S:39]([CH3:42])(=[O:41])=[O:40])[C:16]1[CH:21]=[CH:20][CH:19]=[CH:18][CH:17]=1.C([SiH](CC)CC)C>C(O)(C(F)(F)F)=O>[CH2:15]([S:22][CH2:23][C@H:24]1[N:25]([S:39]([CH3:42])(=[O:41])=[O:40])[CH2:26][C@H:27]([SH:29])[CH2:28]1)[C:16]1[CH:17]=[CH:18][CH:19]=[CH:20][CH:21]=1 |f:0.1|. Procedure details: (TFA/triethylsilane for not labile methoxy-benzylsulfanyl, Method 2): 100 mg (0.23 mmol) of (2S,4R)-2-benzylsulfanylmethyl-1-methanesulfonyl-4-(4-methoxy-benzylsulfanyl)-pyrrolidine was dissolved in 8.2 ml TFA and treated at 0° C. with 0.35 ml (2.38 mmol) triethylsilane. The reaction was warmed up over night, heated 2.5 min at 80° C. and evaporated. Flash silica gel column (CH2Cl2/EtOAc 99:1) gave 15 mg (21%)of (3R,5S)-5-benzylsulfanylmethyl-1-methanesulfonyl-pyrrolidine-3-thiol, mp 101.5–103.5°... Run in C(C)O (ethanol), [OH-].[Na+] (NaOH). The product is C(C)C1(OCCC2=C1NC1=CC=C(C=C21)OC(F)(F)F)CC(=O)O (1-Ethyl-1,3,4,9-tetrahydro-6-(trifluoromethoxy)pyrano[3,4-b]indole-1-acetic Acid). The yield is 57.4%. Conditions: time 3 hour. The reactants are COC(CC1(OCCC2=C1NC1=CC=C(C=C21)OC(F)(F)F)CC)=O (1-ethyl-1,3,4,9-tetrahydro-6-(trifluoromethoxy)pyrano[3,4-b]indole-1-acetic acid methyl ester). Procedure details: A mixture of 1-ethyl-1,3,4,9-tetrahydro-6-(trifluoromethoxy)pyrano[3,4-b]indole-1-acetic acid methyl ester (6.2 g, 17.4 mmol) in ethanol (80 mL) and 2.5N NaOH (24 mL) was stirred at ambient temperature under nitrogen for 3 hours. The ethanol was removed in vacuo and the residue was diluted with H2O (70 mL) and washed with ether. The aqueous phase was acidified (to pH3) with 2N-HCl and extracted with Et2O. The extract was washed with brine and dried (Na2SO4). Removal of the solvent afforded the c... As a reaction SMILES: C[O:2][C:3](=[O:25])[CH2:4][C:5]1([CH2:23][CH3:24])[C:10]2[NH:11][C:12]3[C:17]([C:9]=2[CH2:8][CH2:7][O:6]1)=[CH:16][C:15]([O:18][C:19]([F:22])([F:21])[F:20])=[CH:14][CH:13]=3>C(O)C.[OH-].[Na+]>[CH2:23]([C:5]1([CH2:4][C:3]([OH:25])=[O:2])[C:10]2[NH:11][C:12]3[C:17]([C:9]=2[CH2:8][CH2:7][O:6]1)=[CH:16][C:15]([O:18][C:19]([F:21])([F:20])[F:22])=[CH:14][CH:13]=3)[CH3:24] |f:2.3|. The reactants are NC1=CC(=C(C(=O)N[C@@H]2[C@@H](CN(CC2)CCCOC2=CC=C(C=C2)F)OC)C=C1Cl)O (Cis-4-amino-5-chloro-N-{1-[3-(4-fluorophenoxy)propyl]-3-methoxy-4-piperidinyl}-2-hydroxybenzamide), [H-].[Na+] (sodium hydride), C(C)#N (acetonitrile), BrCC(=O)OC (methyl bromoacetate). Reagents/catalysts: [Br-].C(CCC)[N+](CCCC)(CCCC)CCCC (tetrabutylammonium bromide). Conditions: temperature 40 celsius, time 2 day. Yields the product O.NC1=CC(=C(C(=O)N[C@@H]2[C@@H](CN(CC2)CCCOC2=CC=C(C=C2)F)OC)C=C1Cl)OCC(=O)N.O.O.NC1=CC(=C(C(=O)N[C@@H]2[C@@H](CN(CC2)CCCOC2=CC=C(C=C2)F)OC)C=C1Cl)OCC(N)=O (Cis-4-amino-2-(2-amino-2-oxoethoxy)-5-chloro-N-{1-[3-(4-fluorophenoxy)propyl]-3-methoxy-4-piperidinyl}benzamide sesquihydrate). As a reaction SMILES: [NH2:1][C:2]1[C:29]([Cl:30])=[CH:28][C:5]([C:6]([NH:8][C@H:9]2[CH2:14][CH2:13][N:12]([CH2:15][CH2:16][CH2:17][O:18][C:19]3[CH:24]=[CH:23][C:22]([F:25])=[CH:21][CH:20]=3)[CH2:11][C@H:10]2[O:26][CH3:27])=[O:7])=[C:4]([OH:31])[CH:3]=1.[H-].[Na+].Br[CH2:35][C:36]([O:38]C)=[O:37].[C:40](#[N:42])[CH3:41]>[Br-].C([N+](CCCC)(CCCC)CCCC)CCC>[OH2:7].[NH2:1][C:2]1[C:29]([Cl:30])=[CH:28][C:5]([C:6]([NH:8][C@H:9]2[CH2:14][CH2:13][N:12]([CH2:15][CH2:16][CH2:17][O:18][C:19]3[CH:20]=[CH:21][C:22]([F:25])=[CH:23][CH:24]=3)[CH2:11][C@H:10]2[O:26][CH3:27])=[O:7])=[C:4]([O:31][CH2:35][C:36]([NH2:42])=[O:38])[CH:3]=1.[OH2:37].[OH2:7].[NH2:1][C:2]1[C:29]([Cl:30])=[CH:28][C:5]([C:6]([NH:8][C@H:9]2[CH2:14][CH2:13][N:12]([CH2:15][CH2:16][CH2:17][O:18][C:19]3[CH:20]=[CH:21][C:22]([F:25])=[CH:23][CH:24]=3)[CH2:11][C@H:10]2[O:26][CH3:27])=[O:7])=[C:4]([O:31][CH2:41][C:40](=[O:37])[NH2:42])[CH:3]=1 |f:1.2,5.6,7.8.9.10.11|. Reported procedure: Cis-4-amino-5-chloro-N-{1-[3-(4-fluorophenoxy)propyl]-3-methoxy-4-piperidinyl}-2-hydroxybenzamide (1.35 g, 3 mmoles) (prepared in Example 61, Step A) was added to a stirred suspension of sodium hydride (0.12 g, 3 mmoles of 60% emulsion, washed with petroleum ether) in acetonitrile (20 ml) followed by tetrabutylammonium bromide (0.96 g, 3 mmoles). The reaction mixture was heated to 40° C. for 15 minutes and then treated with methyl bromoacetate (0.92 g, 6 mmoles). After stirring for 2 days the re...